Dataset: the Open Reaction Database (ORD), a public repository of structured organic reaction records. Task: describe an organic reaction: reactants, conditions, products, and yield The reactants are ClC1=C(C=C(C=C1)OC1=CC=C(C=C1)COC1=CC(NC=C1)=O)C(F)(F)F (4-{[(4-{[4-Chloro-3-(trifluoromethyl)phenyl]oxy}phenyl)methyl]oxy}-2 (1H)-pyridinone), ClCC=1C=NC=NC1 (5-(chloromethyl)pyrimidine). Product: ClC1=C(C=C(C=C1)OC1=CC=C(C=C1)COC1=CC(N(C=C1)CC=1C=NC=NC1)=O)C(F)(F)F (4-{[(4-{[4-Chloro-3-(trifluoromethyl)phenyl]oxy}phenyl)methyl]oxy}-1-(5-pyrimidinylmethyl)-2(1H)-pyridinone). RXN SMILES: [Cl:1][C:2]1[CH:7]=[CH:6][C:5]([O:8][C:9]2[CH:14]=[CH:13][C:12]([CH2:15][O:16][C:17]3[CH:22]=[CH:21][NH:20][C:19](=[O:23])[CH:18]=3)=[CH:11][CH:10]=2)=[CH:4][C:3]=1[C:24]([F:27])([F:26])[F:25].Cl[CH2:29][C:30]1[CH:31]=[N:32][CH:33]=[N:34][CH:35]=1>>[Cl:1][C:2]1[CH:7]=[CH:6][C:5]([O:8][C:9]2[CH:14]=[CH:13][C:12]([CH2:15][O:16][C:17]3[CH:22]=[CH:21][N:20]([CH2:29][C:30]4[CH:31]=[N:32][CH:33]=[N:34][CH:35]=4)[C:19](=[O:23])[CH:18]=3)=[CH:11][CH:10]=2)=[CH:4][C:3]=1[C:24]([F:27])([F:25])[F:26]. Procedure details: The title compound was prepared by a procedure similar to that described for E21 starting from 4-{[(4-{[4-Chloro-3-(trifluoromethyl)phenyl]oxy}phenyl)methyl]oxy}-2 (1H)-pyridinone and 5-(chloromethyl)pyrimidine. LC-MS (ESI): m/z 488 [M+H]+; 3.57 min (ret time). Starting materials: CN (methylamine), FC=1C=C(C=C(C1F)F)C1OC1 (2-(3,4,5-trifluorophenyl)oxirane). Solvent: hexanes, ClCCl (dichloromethane). Reaction conditions: time 24 hour. The product is CNCC(O)C1=CC(=C(C(=C1)F)F)F (2-(methylamino)-1-(3,4,5-trifluorophenyl)ethanol). Yield: 69.6%. RXN SMILES: [CH3:1][NH2:2].[F:3][C:4]1[CH:5]=[C:6]([CH:12]2[CH2:14][O:13]2)[CH:7]=[C:8]([F:11])[C:9]=1[F:10]>ClCCl>[CH3:1][NH:2][CH2:14][CH:12]([C:6]1[CH:5]=[C:4]([F:3])[C:9]([F:10])=[C:8]([F:11])[CH:7]=1)[OH:13]. Procedure details: To a solution of methylamine (20 mL, 2.0 M in methanol, 40 mmol) was added 2-(3,4,5-trifluorophenyl)oxirane (0.17 g, 0.98 mmol) at room temperature. The reaction mixture was stirred at that temperature for 24 hours. Solvent and excessive methylamine were evaporated, leaving a solid. The solid was dissolved in dichloromethane (5 mL). To the resulting clear solution was added hexanes (15 mL), standing overnight. The solid precipitant was collected by filtration to yield the title compound (0.14 g)... The reactants are O=C([O-])O, CC#N, CCOC(C)=O, Nc1cnc(Br)cn1, [Na+], O, OB(O)c1ccccc1O, Cl[Pd]Cl, c1ccc(P(c2ccccc2)c2ccccc2)cc1, c1ccc(P(c2ccccc2)c2ccccc2)cc1. Product: Nc1cnc(-c2ccccc2O)cn1. As a reaction SMILES: [C:22](=[O:23])([OH:24])[O-:25].[CH3:19][C:20]#[N:21].[CH3:69][CH2:70][O:71][C:72](=[O:73])[CH3:74].[NH2:1][c:2]1[n:3][cH:4][c:5]([Br:8])[n:6][cH:7]1.[Na+:26].[OH2:68].[OH:9][c:10]1[c:11]([B:16]([OH:17])[OH:18])[cH:12][cH:13][cH:14][cH:15]1.[Pd:27]([Cl:28])[Cl:29].[c:30]1([P:31]([c:32]2[cH:33][cH:34][cH:35][cH:36][cH:37]2)[c:38]2[cH:39][cH:40][cH:41][cH:42][cH:43]2)[cH:44][cH:45][cH:46][cH:47][cH:48]1.[c:49]1([P:50]([c:51]2[cH:52][cH:53][cH:54][cH:55][cH:56]2)[c:57]2[cH:58][cH:59][cH:60][cH:61][cH:62]2)[cH:63][cH:64][cH:65][cH:66][cH:67]1>>[NH2:1][c:2]1[n:3][cH:4][c:5](-[c:11]2[c:10]([OH:9])[cH:15][cH:14][cH:13][cH:12]2)[n:6][cH:7]1. Procedure: Tert-butoxycarbonyl azide in ether ("Organic Synthesis V", p. 157-158) (2.9 g, 20 mmol, 5.2 ml) was added dropwise to a stirred solution of N,N'-dimethyl-hexane diamine (Aldrich Cat. No. D16110-1) (Beilstein 4(1), p. 422) (2.92 g, 20 mmol) in dimethyl sulphoxide (DMSO) (30 ml). The temperature was kept at 20° C. with external cooling. After the addition was complete (30 minutes), stirring was continued at room temperature for 1 hour, whereupon water (30 ml) was added. The solution was acidified ... Reactants: C(C)(C)(C)OC(=O)N=[N+]=[N-] (Tert-butoxycarbonyl azide), CCOCC (ether), CNC(CCCCC)NC (N,N'-dimethyl-hexane diamine), Cl (HCl). As a reaction SMILES: [C:1]([O:5][C:6](N=[N+]=[N-])=[O:7])([CH3:4])([CH3:3])[CH3:2].CCOCC.[CH3:16][NH:17][CH:18]([NH:24][CH3:25])[CH2:19][CH2:20][CH2:21][CH2:22][CH3:23].Cl>CS(C)=O.O>[C:1]([O:5][C:6]([C:18]([NH:24][CH3:25])([NH:17][CH3:16])[CH2:19][CH2:20][CH2:21][CH2:22][CH3:23])=[O:7])([CH3:4])([CH3:3])[CH3:2]. The solvent is CS(=O)C (dimethyl sulphoxide), O (water). Product: C(C)(C)(C)OC(=O)C(CCCCC)(NC)NC (Tert-butoxycarbonyl-N,N'-dimethyl hexane diamine). Reactants: ClC=1N=CC2=C(N(CC(C(N2C)=O)(F)F)C2CCCCC2)N1 (2-chloro-9-cyclohexyl-7,7-difluoro-5-methyl-5,7,8,9-tetrahydro-pyrimido[4,5-b][1,4]diazepin-6-one), O.C=1(C(=CC=CC1)S(=O)(=O)O)C (toluenesulfonic acid monohydrate), NC1=CC=C(C(=O)NCCCN(C)C)C=C1 (4-amino-N-(3-dimethylamino-propyl)-benzamide), C(C)(C)O (isopropanol). The product is C1(CCCCC1)N1C2=C(N(C(C(C1)(F)F)=O)C)C=NC(=N2)NC2=C(C=C(C(=O)NCCCN(C)C)C=C2)OC (4-(9-cyclohexyl-7,7-difluoro-5-methyl-6-oxo-6,7,8,9-tetrahydro-5H-pyrimido[4,5-b][1,4]diazepin-2-ylamino)-N-(3-dimethylamino-propyl)-3-methoxy-benzamide). RXN SMILES: Cl[C:2]1[N:3]=[CH:4][C:5]2[N:11]([CH3:12])[C:10](=[O:13])[C:9]([F:15])([F:14])[CH2:8][N:7]([CH:16]3[CH2:21][CH2:20][CH2:19][CH2:18][CH2:17]3)[C:6]=2[N:22]=1.O.C1(C)C(S(O)(=O)=O)=CC=CC=1.[NH2:35][C:36]1[CH:50]=[CH:49][C:39]([C:40]([NH:42][CH2:43][CH2:44][CH2:45][N:46]([CH3:48])[CH3:47])=[O:41])=[CH:38][CH:37]=1.[CH:51]([OH:54])(C)C>>[CH:16]1([N:7]2[CH2:8][C:9]([F:15])([F:14])[C:10](=[O:13])[N:11]([CH3:12])[C:5]3[CH:4]=[N:3][C:2]([NH:35][C:36]4[CH:50]=[CH:49][C:39]([C:40]([NH:42][CH2:43][CH2:44][CH2:45][N:46]([CH3:47])[CH3:48])=[O:41])=[CH:38][C:37]=4[O:54][CH3:51])=[N:22][C:6]2=3)[CH2:21][CH2:20][CH2:19][CH2:18][CH2:17]1 |f:1.2|. Reported procedure: A mixture of 0.0562 g (0.18 mmole) 2-chloro-9-cyclohexyl-7,7-difluoro-5-methyl-5,7,8,9-tetrahydro-pyrimido[4,5-b][1,4]diazepin-6-one (VII-246), 0.0514 g (0.27 mmole) of toluenesulfonic acid monohydrate, 0.0398 g (0.18 mmole) of 4-amino-N-(3-dimethylamino-propyl)-benzamide and 1 mL of isopropanol was heated in a sealed vessel at 140 degrees for 20 hours, cooled and concentrated under reduced pressure. The residue taken up in ethyl acetate and washed successively with 50 mL of saturated aqueous so...